Dataset: the Open Reaction Database (ORD), a public repository of structured organic reaction records. Task: describe an organic reaction: reactants, conditions, products, and yield Starting materials: CCOCC (ether), NC1=C(C(=NN1C1=C(C=C(C=C1Cl)C(F)(F)F)Cl)C#N)I (5-amino-3-cyano-1-(2,6-dichloro-4-trifluoromethylphenyl)-4-iodopyrazole), C(O)([O-])=O.[Na+] (sodium hydrogen carbonate), N1=CC=C(C=C1)B(O)O (4-pyridylboronic acid). The reagents and catalysts are C=1C=CC(=CC1)[P](C=2C=CC=CC2)(C=3C=CC=CC3)[Pd]([P](C=4C=CC=CC4)(C=5C=CC=CC5)C=6C=CC=CC6)([P](C=7C=CC=CC7)(C=8C=CC=CC8)C=9C=CC=CC9)[P](C=1C=CC=CC1)(C=1C=CC=CC1)C=1C=CC=CC1 (tetrakis(triphenylphosphine)palladium(0)). Run in O (water), C1(=CC=CC=C1)C (toluene), C(C)O (ethanol). Conditions: time 8 hour. The product is NC1=C(C(=NN1C1=C(C=C(C=C1Cl)C(F)(F)F)Cl)C#N)C1=CC=NC=C1 (5-Amino-3-cyano-1-(2,6-dichloro-4-trifluoromethylphenyl)-4-(4-pyridyl)pyrazole). Reaction SMILES: [NH2:1][C:2]1[N:6]([C:7]2[C:12]([Cl:13])=[CH:11][C:10]([C:14]([F:17])([F:16])[F:15])=[CH:9][C:8]=2[Cl:18])[N:5]=[C:4]([C:19]#[N:20])[C:3]=1I.C(=O)([O-])O.[Na+].[N:27]1[CH:32]=[CH:31][C:30](B(O)O)=[CH:29][CH:28]=1.CCOCC>C1(C)C=CC=CC=1.C(O)C.C1C=CC([P]([Pd]([P](C2C=CC=CC=2)(C2C=CC=CC=2)C2C=CC=CC=2)([P](C2C=CC=CC=2)(C2C=CC=CC=2)C2C=CC=CC=2)[P](C2C=CC=CC=2)(C2C=CC=CC=2)C2C=CC=CC=2)(C2C=CC=CC=2)C2C=CC=CC=2)=CC=1.O>[NH2:1][C:2]1[N:6]([C:7]2[C:12]([Cl:13])=[CH:11][C:10]([C:14]([F:17])([F:16])[F:15])=[CH:9][C:8]=2[Cl:18])[N:5]=[C:4]([C:19]#[N:20])[C:3]=1[C:30]1[CH:31]=[CH:32][N:27]=[CH:28][CH:29]=1 |f:1.2,^1:54,56,75,94|. Procedure details: To a rapidly stirred solution of 5-amino-3-cyano-1-(2,6-dichloro-4-trifluoromethylphenyl)-4-iodopyrazole (0.25 g) in toluene (2 ml) containing tetrakis(triphenylphosphine)palladium(0) (0.02 g) was added saturated aqueous sodium hydrogen carbonate solution (1 ml) and a solution of 4-pyridylboronic acid (0.153 g) in ethanol (1 ml). The mixture was heated under reflux for 12 hours, then left at room temperature overnight and then poured into ether (25 ml) and water (25 ml). The organic layer was se... Reactants: COC(=O)c1ccc(CON)cc1, Cl, COc1ccc(C(C)=O)cc1O. Product: COC(=O)c1ccc(CON=C(C)c2ccc(OC)c(O)c2)cc1. As a reaction SMILES: [C:14](=[O:15])([O:16][CH3:17])[c:18]1[cH:19][cH:20][c:21]([CH2:22][O:23][NH2:24])[cH:25][cH:26]1.[ClH:13].[OH:1][c:2]1[cH:3][c:4]([C:10]([CH3:11])=[O:12])[cH:5][cH:6][c:7]1[O:8][CH3:9]>>[OH:1][c:2]1[cH:3][c:4]([C:10]([CH3:11])=[N:24][O:23][CH2:22][c:21]2[cH:20][cH:19][c:18]([C:14](=[O:15])[O:16][CH3:17])[cH:26][cH:25]2)[cH:5][cH:6][c:7]1[O:8][CH3:9]. Reported procedure: To a solution of N-tert-butyl-1H-indole-6-sulfonamide (3.60 g, 14.2 mmol) and cyclohexanone (4.50 ml, 43.4 mmol) in methanol (72 ml) was added 28% sodium methoxide in methanol solution (17 ml), and the mixture was stirred for 12 hr with heating under reflux. The reaction mixture was cooled to room temperature and concentrated under reduced pressure. 2N Hydrochloric acid was added to the residue, and the mixture was extracted with ethyl acetate. The organic layer was washed with saturated brine a... The reactants are C(C)(C)(C)NS(=O)(=O)C1=CC=C2C=CNC2=C1 (N-tert-butyl-1H-indole-6-sulfonamide), C1(CCCCC1)=O (cyclohexanone), C[O-].[Na+] (sodium methoxide). Run at time 12 hour. Yields the product C(C)(C)(C)NS(=O)(=O)C1=CC=C2C(=CNC2=C1)C1=CCCCC1 (N-tert-butyl-3-(cyclohex-1-enyl)-1H-indole-6-sulfonamide). Solvent: CO (methanol), CO (methanol). As a reaction SMILES: [C:1]([NH:5][S:6]([C:9]1[CH:17]=[C:16]2[C:12]([CH:13]=[CH:14][NH:15]2)=[CH:11][CH:10]=1)(=[O:8])=[O:7])([CH3:4])([CH3:3])[CH3:2].[C:18]1(=O)[CH2:23][CH2:22][CH2:21][CH2:20][CH2:19]1.C[O-].[Na+]>CO>[C:1]([NH:5][S:6]([C:9]1[CH:17]=[C:16]2[C:12]([C:13]([C:18]3[CH2:23][CH2:22][CH2:21][CH2:20][CH:19]=3)=[CH:14][NH:15]2)=[CH:11][CH:10]=1)(=[O:8])=[O:7])([CH3:4])([CH3:2])[CH3:3] |f:2.3|. The yield is 59.7%. The reactants are CCCc1cc(C(=O)OCC)nc(SC)n1, CCc1cc(C(=O)O)nc(S(C)(=O)=O)n1. Product: CCCc1cc(C(=O)O)nc(S(C)(=O)=O)n1. RXN SMILES: [CH2:16]([O:17][C:18]([c:19]1[cH:20][c:21]([CH2:22][CH2:23][CH3:24])[n:25][c:26]([S:27][CH3:28])[n:29]1)=[O:30])[CH3:31].[CH2:1]([CH3:2])[c:3]1[cH:4][c:5]([C:13](=[O:14])[OH:15])[n:6][c:7]([S:9](=[O:10])(=[O:11])[CH3:12])[n:8]1>>[CH2:1]([CH2:2][CH3:16])[c:3]1[cH:4][c:5]([C:13](=[O:14])[OH:15])[n:6][c:7]([S:9](=[O:10])(=[O:11])[CH3:12])[n:8]1. Starting materials: C1CNCCN1, CN(C)S(=O)(=O)c1cc(C(=O)O)ccc1Cl, Cl, O. The product is CN(C)S(=O)(=O)c1cc(C(=O)O)ccc1N1CCNCC1. As a reaction SMILES: [CH2:17]1[CH2:18][NH:19][CH2:20][CH2:21][NH:22]1.[Cl:1][c:2]1[c:3]([S:11]([N:12]([CH3:13])[CH3:14])(=[O:15])=[O:16])[cH:4][c:5]([C:6](=[O:7])[OH:8])[cH:9][cH:10]1.[ClH:23].[OH2:24]>>[c:2]1([N:19]2[CH2:18][CH2:17][NH:22][CH2:21][CH2:20]2)[c:3]([S:11]([N:12]([CH3:13])[CH3:14])(=[O:15])=[O:16])[cH:4][c:5]([C:6](=[O:7])[OH:8])[cH:9][cH:10]1. Starting materials: C(C)(C)(C)[SiH2]OC(C1=C(C=C(C=C1)Cl)C1(C=2N(CCC1)C=NC2)O)(C)C (8-[2-(tert-butyl-dimethyl-silanyloxymethyl)-5-chloro-phenyl]-5,6,7,8-tetrahydro-imidazo[1,5-a]pyridin-8-ol), C([O-])(O)=O.[Na+] (sodium bicarbonate). The solvent is Cl (HCl). Run at temperature 95 celsius, time 40 hour. Product: ClC=1C=CC2=C(C1)C1(C=3N(CCC1)C=NC3)OC2 (6-Chloro-6′,7′-dihydro-3H,5′H-spiro[2-benzofuran-1,8′-imidazo[1,5-a]pyridine]). Reaction SMILES: C([SiH2]O[C:7](C)(C)[C:8]1[CH:13]=[CH:12][C:11]([Cl:14])=[CH:10][C:9]=1[C:15]1([OH:24])[CH2:20][CH2:19][CH2:18][N:17]2[CH:21]=[N:22][CH:23]=[C:16]12)(C)(C)C.C(=O)(O)[O-].[Na+]>Cl>[Cl:14][C:11]1[CH:12]=[CH:13][C:8]2[CH2:7][O:24][C:15]3([CH2:20][CH2:19][CH2:18][N:17]4[CH:21]=[N:22][CH:23]=[C:16]34)[C:9]=2[CH:10]=1 |f:1.2|. Procedure details: A suspension of 2.672 mmol of 8-[2-(tert-butyl-dimethyl-silanyloxymethyl)-5-chloro-phenyl]-5,6,7,8-tetrahydro-imidazo[1,5-a]pyridin-8-ol in 40 ml of 1N aqueous HCl is stirred at 95° C. for 40 hours, then cooled to room temperature. The mixture is basified to pH 12 by dropwise addition of aqueous saturated sodium bicarbonate solution, and then extracted with dichloromethane (3×140 ml). The combined organic phases are dried over sodium sulfate, filtered and concentrated under reduced pressure. The... Starting materials: N1C[C@@H](CCC1)NC(=O)C1=C(N=C(S1)C1=CC=C(C=C1)Cl)C ((R)—N-(piperidin-3-yl)-2-(4-chlorophenyl)-4-methylthiazole-5-carboxamide), COC(=O)C=1C=C(C=CC1)OB(O)O (3-(methoxycarbonyl)phenylboric acid). Product: ClC1=CC=C(C=C1)C=1SC(=C(N1)C)C(=O)N[C@H]1CN(CCC1)C=1C=C(C(=O)OC)C=CC1 (Methyl (R)-3-[3-[[2-(4-chlorophenyl)-4-methylthiazol-5-yl]carbonylamino]piperidin-1-yl]benzoate). Isolated yield 30.2%. As a reaction SMILES: [NH:1]1[CH2:6][CH2:5][CH2:4][C@@H:3]([NH:7][C:8]([C:10]2[S:14][C:13]([C:15]3[CH:20]=[CH:19][C:18]([Cl:21])=[CH:17][CH:16]=3)=[N:12][C:11]=2[CH3:22])=[O:9])[CH2:2]1.[CH3:23][O:24][C:25]([C:27]1[CH:28]=[C:29](OB(O)O)[CH:30]=[CH:31][CH:32]=1)=[O:26]>>[Cl:21][C:18]1[CH:17]=[CH:16][C:15]([C:13]2[S:14][C:10]([C:8]([NH:7][C@@H:3]3[CH2:4][CH2:5][CH2:6][N:1]([C:31]4[CH:32]=[C:27]([CH:28]=[CH:29][CH:30]=4)[C:25]([O:24][CH3:23])=[O:26])[CH2:2]3)=[O:9])=[C:11]([CH3:22])[N:12]=2)=[CH:20][CH:19]=1. Reported procedure: Using (R)—N-(piperidin-3-yl)-2-(4-chlorophenyl)-4-methylthiazole-5-carboxamide (336 mg, 1.00 mmol) and 3-(methoxycarbonyl)phenylboric acid (360 mg, 2.00 mmol), the same procedure was followed as in Example 2 to give 142 mg (30%) of the desired compound as a pale yellow powder.